Dataset: the Open Reaction Database (ORD), a public repository of structured organic reaction records. Task: describe an organic reaction: reactants, conditions, products, and yield The reactants are C(C=C)OC(=O)N1[C@@H](C[C@H](C1)OS(=O)(=O)C)COCCNC(=O)N ((2S,4R)-1-allyloxycarbonyl-4-methane- sulfonyloxy-2-[(2-ureidoethyl)oxymethyl]pyrrolidine), C(C)(=S)[O-].[K+] (potassium thioacetate), ice water. The solvent is CN(C=O)C (dimethylformamide). The product is C(C)(=O)S[C@H]1C[C@H](N(C1)C(=O)OCC=C)COCCNC(=O)N ((2S,4S)-4-acetylthio-1-allyloxycarbonyl-2-[(2-ureidoethyl)oxymethyl]pyrrolidine). The yield is 80.4%. As a reaction SMILES: [CH2:1]([O:4][C:5]([N:7]1[CH2:11][C@H:10](OS(C)(=O)=O)[CH2:9][C@H:8]1[CH2:17][O:18][CH2:19][CH2:20][NH:21][C:22]([NH2:24])=[O:23])=[O:6])[CH:2]=[CH2:3].[C:25]([O-:28])(=[S:27])[CH3:26].[K+]>CN(C)C=O>[C:25]([S:27][C@@H:10]1[CH2:11][N:7]([C:5]([O:4][CH2:1][CH:2]=[CH2:3])=[O:6])[C@H:8]([CH2:17][O:18][CH2:19][CH2:20][NH:21][C:22]([NH2:24])=[O:23])[CH2:9]1)(=[O:28])[CH3:26] |f:1.2|. Procedure: A solution of (2S,4R)-1-allyloxycarbonyl-4-methane- sulfonyloxy-2-[(2-ureidoethyl)oxymethyl]pyrrolidine (1.00 g) and potassium thioacetate (0.48 g) in dimethylformamide (6 ml) was heated at 80°-85° C. for 30 minutes. The mixture was poured into ice-water (30 ml) and extracted with ethyl acetate (12 ml×3). The organic layer was washed with brine (18 ml×2), dried over magnesium sulfate and concentrated under reduced pressure to give a syrup. The syrup was subjected to a column chromatography on si... The reactants are B(Br)(Br)Br (Boron tribromide), COC1=CC=C(C=C1)C1=CC(C=C(O1)C(=O)OCC)=O (ethyl 6-(4-methoxyphenyl)-4-oxo-4H-pyran-2-carboxylate), O (water). Solvent: ClCCl (dichloromethane). Run at time 2 hour. Yields the product OC1=CC=C(C=C1)C1=CC(C=C(O1)C(=O)OCC)=O (Ethyl 6-(4-hydroxyphenyl)-4-oxo-4H-pyran-2-carboxylate). As a reaction SMILES: B(Br)(Br)Br.C[O:6][C:7]1[CH:12]=[CH:11][C:10]([C:13]2[O:18][C:17]([C:19]([O:21][CH2:22][CH3:23])=[O:20])=[CH:16][C:15](=[O:24])[CH:14]=2)=[CH:9][CH:8]=1.O>ClCCl>[OH:6][C:7]1[CH:8]=[CH:9][C:10]([C:13]2[O:18][C:17]([C:19]([O:21][CH2:22][CH3:23])=[O:20])=[CH:16][C:15](=[O:24])[CH:14]=2)=[CH:11][CH:12]=1. Reported procedure: Boron tribromide (5.0 g) was added dropwise to a stirred solution of ethyl 6-(4-methoxyphenyl)-4-oxo-4H-pyran-2-carboxylate (5.48 g) in dichloromethane (40 ml) cooled to 0°-5° C. After 2 hours at below 5° C., water was cautiously added to the reaction mixture, with cooling, and the yellow solid which precipitated was filtered off. Recrystallisation from ethanol and then from ethyl acetate gave the title product as yellow crystals (mp 213°-215° C.). Starting materials: NC1=CC=CC=C1 (aniline). The reagents and catalysts are TiO2. Run in O1CCCC1 (tetrahydrofuran). Product: NC1=CC=CC=C1 (aniline), C1(=CC=CC=C1)N1CCCC1 (1-phenylpyrrolidine). Yield: 97.0%. Reaction SMILES: [NH2:1][C:2]1[CH:7]=[CH:6][CH:5]=[CH:4][CH:3]=1>O1CCCC1>[NH2:1][C:2]1[CH:7]=[CH:6][CH:5]=[CH:4][CH:3]=1.[C:2]1([N:1]2[CH2:4][CH2:3][CH2:2][CH2:7]2)[CH:7]=[CH:6][CH:5]=[CH:4][CH:3]=1. Procedure details: Among the cyclic ethers suitable for the practice of this invention are those which contain only carbon and an oxygen atom in an unstrained ring (i.e., the ring contains at least four carbon atoms and an oxygen atom bonded to two separate carbon atoms of the ring). Examples of such cyclic ethers include tetrahydrofuran, 2-methyltetrahydrofuran, 3-methyltetrahydrofuran, tetrahydro-2-furancarbinol, 2-ethoxymethyl tetrahydrofuran, 2-butoxymethyl tetrahydrofuran, tetrahydrofuroic acid, methyl tetrah... Reactants: BrCc1ccc2c(-c3ccccc3)onc2c1, ClCCl, N#C[K], C1COCCO1, O. The product is N#CCc1ccc2c(-c3ccccc3)onc2c1. Reaction SMILES: [Br:1][CH2:2][c:3]1[cH:4][c:5]2[c:6]([c:7](-[c:10]3[cH:11][cH:12][cH:13][cH:14][cH:15]3)[o:8][n:9]2)[cH:16][cH:17]1.[CH2:28]([Cl:29])[Cl:30].[K:18][C:19]#[N:20].[O:21]1[CH2:22][CH2:23][O:24][CH2:25][CH2:26]1.[OH2:27]>>[CH2:2]([c:3]1[cH:4][c:5]2[c:6]([c:7](-[c:10]3[cH:11][cH:12][cH:13][cH:14][cH:15]3)[o:8][n:9]2)[cH:16][cH:17]1)[C:19]#[N:20]. The reactants are C[Si](C)(C)Br, CNC(=O)C(CC(C)C)NC(=O)C(CC(C)C)CP(=O)(CNC(=O)C(CC(C)C)NC(=O)C1CCCN1C(=O)OCc1ccccc1)OC, ClCCl. The product is CNC(=O)C(CC(C)C)NC(=O)C(CC(C)C)CP(=O)(O)CNC(=O)C(CC(C)C)NC(=O)C1CCCN1C(=O)OCc1ccccc1. RXN SMILES: [Br:50][Si:51]([CH3:52])([CH3:53])[CH3:54].[CH2:1]([c:2]1[cH:3][cH:4][cH:5][cH:6][cH:7]1)[O:8][C:9](=[O:10])[N:11]1[CH:12]([C:16]([NH:17][CH:18]([CH2:19][CH:20]([CH3:21])[CH3:22])[C:23]([NH:24][CH2:25][P:26](=[O:27])([CH2:28][CH:29]([CH2:30][CH:31]([CH3:32])[CH3:33])[C:34]([NH:35][CH:36]([CH2:37][CH:38]([CH3:39])[CH3:40])[C:41]([NH:42][CH3:43])=[O:44])=[O:45])[O:46][CH3:47])=[O:48])=[O:49])[CH2:13][CH2:14][CH2:15]1.[Cl:55][CH2:56][Cl:57]>>[CH2:1]([c:2]1[cH:3][cH:4][cH:5][cH:6][cH:7]1)[O:8][C:9](=[O:10])[N:11]1[CH:12]([C:16]([NH:17][CH:18]([CH2:19][CH:20]([CH3:21])[CH3:22])[C:23]([NH:24][CH2:25][P:26](=[O:27])([CH2:28][CH:29]([CH2:30][CH:31]([CH3:32])[CH3:33])[C:34]([NH:35][CH:36]([CH2:37][CH:38]([CH3:39])[CH3:40])[C:41]([NH:42][CH3:43])=[O:44])=[O:45])[OH:46])=[O:48])=[O:49])[CH2:13][CH2:14][CH2:15]1. Reactants: O.[OH-].[Li+] (lithium hydroxide monohydrate), COC(C1=CC=C(C=C1)N1C=NC(=C1)C=1N(N=NC1C1=CC=C(C=C1)F)C)=O (4-{4-[5-(4-fluoro-phenyl)-3-methyl-3H-[1,2,3]triazol-4-yl]-imidazol-1-yl}-benzoic acid methyl ester). Solvent: O (water), C1CCOC1 (THF), CO (methanol). Reaction conditions: time 1 hour. The product is FC1=CC=C(C=C1)C1=C(N(N=N1)C)C=1N=CN(C1)C1=CC=C(C(=O)O)C=C1 (4-{4-[5-(4-Fluoro-phenyl)-3-methyl-3H-[1,2,3]triazol-4-yl]-imidazol-1-yl}-benzoic acid). The yield is 85.8%. Reaction SMILES: O.[OH-].[Li+].C[O:5][C:6](=[O:31])[C:7]1[CH:12]=[CH:11][C:10]([N:13]2[CH:17]=[C:16]([C:18]3[N:19]([CH3:30])[N:20]=[N:21][C:22]=3[C:23]3[CH:28]=[CH:27][C:26]([F:29])=[CH:25][CH:24]=3)[N:15]=[CH:14]2)=[CH:9][CH:8]=1>O.C1COCC1.CO>[F:29][C:26]1[CH:27]=[CH:28][C:23]([C:22]2[N:21]=[N:20][N:19]([CH3:30])[C:18]=2[C:16]2[N:15]=[CH:14][N:13]([C:10]3[CH:9]=[CH:8][C:7]([C:6]([OH:31])=[O:5])=[CH:12][CH:11]=3)[CH:17]=2)=[CH:24][CH:25]=1 |f:0.1.2|. Reported procedure: A solution of lithium hydroxide monohydrate (85 mg, 2.01 mmol) in water (2.5 mL) was added dropwise to a suspension of 4-{4-[5-(4-fluoro-phenyl)-3-methyl-3H-[1,2,3]triazol-4-yl]-imidazol-1-yl}-benzoic acid methyl ester (380 mg, 1.01 mmol) in THF (2.5 mL) and methanol (0.5 mL). The reaction mixture was then stirred at room temperature for 1 h and was then evaporated and the residue dissolved in water, acidified with HCl (1 N), and the resulting precipitate filtered off to afford the title product... Conditions: temperature 125 celsius, time 3 hour. Yield: 65.5%. The product is COC(=O)C1=NN(C(C1)C=1SC(=CC1)Br)C1=C(C=CC=C1)Cl (5-(5-bromo-thiophen-2-yl)-1-(2-chloro-phenyl)-4,5-dihydro-1H-pyrazole-3-carboxylic acid methyl ester). Reactants: COC(C(C=CC=1SC(=CC1)Br)=O)=O (4-(5-bromo-thiophen-2-yl)-2-oxo-3-butenoic acid methyl ester), Cl.ClC1=C(C=CC=C1)NN (2-chlorophenylhydrazine hydrochloride). Procedure: 4-(5-Bromo-thiophen-2-yl)-2-oxo-3-butenoic acid methyl ester (19.9 mg, 72.2 mmol) prepared in Step 2 and 2-chlorophenylhydrazine hydrochloride (14.2 g, 79.4 mmol) were added to acetic acid (250.0 mL). The reaction mixture was stirred at 125° C. for 3 hours, concentrated under reduced pressure, and then ethyl acetate was added thereto. The reaction mixture was washed with a saturated solution of sodium hydrogen carbonate, dried on anhydrous magnesium sulfate, and then concentrated under reduced p... Run in C(C)(=O)O (acetic acid). RXN SMILES: [CH3:1][O:2][C:3](=[O:14])[C:4](=O)[CH:5]=[CH:6][C:7]1[S:8][C:9]([Br:12])=[CH:10][CH:11]=1.Cl.[Cl:16][C:17]1[CH:22]=[CH:21][CH:20]=[CH:19][C:18]=1[NH:23][NH2:24]>C(O)(=O)C>[CH3:1][O:2][C:3]([C:4]1[CH2:5][CH:6]([C:7]2[S:8][C:9]([Br:12])=[CH:10][CH:11]=2)[N:23]([C:18]2[CH:19]=[CH:20][CH:21]=[CH:22][C:17]=2[Cl:16])[N:24]=1)=[O:14] |f:1.2|. Starting materials: CC(=O)SCC(CC#N)C(=O)N1CCCC1C(=O)OC(C)(C)C, CC(=O)O, Cc1ccc(S(=O)(=O)O)cc1, c1ccccc1, c1ccccc1. Product: CC(=O)SCC(CC#N)C(=O)N1CCCC1C(=O)O. RXN SMILES: [C:1]([CH3:2])([CH3:3])([CH3:4])[O:5][C:6]([CH:7]1[N:8]([C:12]([CH:13]([CH2:14][S:15][C:16]([CH3:17])=[O:18])[CH2:19][C:20]#[N:21])=[O:22])[CH2:9][CH2:10][CH2:11]1)=[O:23].[C:35]([OH:36])(=[O:37])[CH3:38].[c:24]1([CH3:25])[cH:26][cH:27][c:28]([S:29]([OH:30])(=[O:31])=[O:32])[cH:33][cH:34]1.[cH:39]1[cH:40][cH:41][cH:42][cH:43][cH:44]1.[cH:45]1[cH:46][cH:47][cH:48][cH:49][cH:50]1>>[O:5]=[C:6]([CH:7]1[N:8]([C:12]([CH:13]([CH2:14][S:15][C:16]([CH3:17])=[O:18])[CH2:19][C:20]#[N:21])=[O:22])[CH2:9][CH2:10][CH2:11]1)[OH:23]. Reactants: Fc1cccc(Br)c1, [Li]CCCC, CCCCCC, C1CCOC1, O, c1ccc(-c2nccnc2-c2ccccc2)cc1. Yields the product Fc1cccc(-c2cnc(-c3ccccc3)c(-c3ccccc3)n2)c1. Reaction SMILES: [Br:12][c:13]1[cH:14][c:15]([F:19])[cH:16][cH:17][cH:18]1.[CH2:7]([Li:8])[CH2:9][CH2:10][CH3:11].[CH3:1][CH2:2][CH2:3][CH2:4][CH2:5][CH3:6].[O:39]1[CH2:40][CH2:41][CH2:42][CH2:43]1.[OH2:38].[c:20]1(-[c:26]2[n:27][cH:28][cH:29][n:30][c:31]2-[c:32]2[cH:33][cH:34][cH:35][cH:36][cH:37]2)[cH:21][cH:22][cH:23][cH:24][cH:25]1>>[c:13]1(-[c:29]2[cH:28][n:27][c:26](-[c:20]3[cH:21][cH:22][cH:23][cH:24][cH:25]3)[c:31](-[c:32]3[cH:33][cH:34][cH:35][cH:36][cH:37]3)[n:30]2)[cH:14][c:15]([F:19])[cH:16][cH:17][cH:18]1.